This data is from the Open Reaction Database (ORD), a public repository of structured organic reaction records. The task is: describe an organic reaction: reactants, conditions, products, and yield Starting materials: O1CCOC2=C1C=CC(=C2)CN(C(OC(C)(C)C)=O)C2CCN(CC2)CCN2C1=C(N=CC2=O)C=CN=C1 (tert-butyl (2,3-dihydro-1,4-benzodioxin-6-ylmethyl)(1-(2-(3-oxopyrido(3,4-b)pyrazin-4(3H)-yl)ethyl)piperidin-4-yl)carbamate). Solvent: ClCCl (dichloromethane), FC(C(=O)O)(F)F (trifluoroacetic acid). Conditions: time 4 hour. The product is O1CCOC2=C1C=CC(=C2)CNC2CCN(CC2)CCN2C1=C(N=CC2=O)C=CN=C1 (4-(2-(4-((2,3-dihydro-1,4-benzodioxin-6-ylmethyl)amino)piperidin-1-yl)ethyl)pyrido(3,4-b)pyrazin-3(4H)-one). Yield: 24.8%. RXN SMILES: [O:1]1[C:6]2[CH:7]=[CH:8][C:9]([CH2:11][N:12]([CH:20]3[CH2:25][CH2:24][N:23]([CH2:26][CH2:27][N:28]4[C:33](=[O:34])[CH:32]=[N:31][C:30]5[CH:35]=[CH:36][N:37]=[CH:38][C:29]4=5)[CH2:22][CH2:21]3)C(=O)OC(C)(C)C)=[CH:10][C:5]=2[O:4][CH2:3][CH2:2]1>ClCCl.FC(F)(F)C(O)=O>[O:1]1[C:6]2[CH:7]=[CH:8][C:9]([CH2:11][NH:12][CH:20]3[CH2:21][CH2:22][N:23]([CH2:26][CH2:27][N:28]4[C:33](=[O:34])[CH:32]=[N:31][C:30]5[CH:35]=[CH:36][N:37]=[CH:38][C:29]4=5)[CH2:24][CH2:25]3)=[CH:10][C:5]=2[O:4][CH2:3][CH2:2]1. Procedure: To a solution of 10 mg of tert-butyl (2,3-dihydro-1,4-benzodioxin-6-ylmethyl)(1-(2-(3-oxopyrido(3,4-b)pyrazin-4(3H)-yl)ethyl)piperidin-4-yl)carbamate in 1 mL of dichloromethane, 1.0 mL of trifluoroacetic acid was added at room temperature. The mixture was stirred at the same temperature for 4 hours, and the solvent was distilled off under reduced pressure. The resultant residue was charged with chloroform and water and adjusted to pH 0.5 with 1 mol/L hydrochloric acid, and the aqueous layer was ... Reactants: N#CC1=C(Cl)CCN(Cc2ccccc2)CC1, ClCCl, O=C(Cl)OCc1ccccc1. Product: N#CC1=C(Cl)CCN(C(=O)OCc2ccccc2)CC1. As a reaction SMILES: [CH2:12]([c:13]1[cH:14][cH:15][cH:16][cH:17][cH:18]1)[N:19]1[CH2:20][CH2:21][C:22]([Cl:28])=[C:23]([C:26]#[N:27])[CH2:24][CH2:25]1.[CH2:29]([Cl:30])[Cl:31].[Cl:1][C:2](=[O:3])[O:4][CH2:5][c:6]1[cH:7][cH:8][cH:9][cH:10][cH:11]1>>[C:2](=[O:3])([O:4][CH2:5][c:6]1[cH:7][cH:8][cH:9][cH:10][cH:11]1)[N:19]1[CH2:20][CH2:21][C:22]([Cl:28])=[C:23]([C:26]#[N:27])[CH2:24][CH2:25]1.